This data is from the Open Reaction Database (ORD), a public repository of structured organic reaction records. The task is: describe an organic reaction: reactants, conditions, products, and yield Reactants: CCOC(=O)c1cccc2c3c([nH]c12)CN(CC(=O)NC(C(C)C)C(O)C(F)(F)F)C=C3, CCN=C=NCCCN(C)C, CCOC(C)=O, CS(C)=O, Cc1ccccc1, Cl, O=C(O)C(Cl)Cl. The product is CCOC(=O)c1cccc2c3c([nH]c12)CN(CC(=O)NC(C(=O)C(F)(F)F)C(C)C)C=C3. RXN SMILES: [CH2:1]([CH3:2])[O:3][C:4](=[O:5])[c:6]1[cH:7][cH:8][cH:9][c:10]2[c:11]3[c:12]([nH:13][c:14]12)[CH2:15][N:16]([CH2:19][C:20](=[O:21])[NH:22][CH:23]([CH:24]([C:25]([F:26])([F:27])[F:28])[OH:29])[CH:30]([CH3:31])[CH3:32])[CH:17]=[CH:18]3.[CH3:34][N:35]([CH3:36])[CH2:37][CH2:38][CH2:39][N:40]=[C:41]=[N:42][CH2:43][CH3:44].[CH3:51][CH2:52][O:53][C:54](=[O:55])[CH3:56].[CH3:57][S:58](=[O:59])[CH3:60].[CH3:61][c:62]1[cH:63][cH:64][cH:65][cH:66][cH:67]1.[ClH:33].[OH:45][C:46]([CH:47]([Cl:48])[Cl:49])=[O:50]>>[CH2:1]([CH3:2])[O:3][C:4](=[O:5])[c:6]1[cH:7][cH:8][cH:9][c:10]2[c:11]3[c:12]([nH:13][c:14]12)[CH2:15][N:16]([CH2:19][C:20](=[O:21])[NH:22][CH:23]([C:24]([C:25]([F:26])([F:27])[F:28])=[O:29])[CH:30]([CH3:31])[CH3:32])[CH:17]=[CH:18]3. The reactants are O=C(Cl)C(=O)Cl, ClCCl, O=C(O)Cc1ccc([N+](=O)[O-])cc1, NN, CN(C)C=O. Product: NNC(=O)Cc1ccc([N+](=O)[O-])cc1. RXN SMILES: [Cl:14][C:15]([C:16]([Cl:17])=[O:18])=[O:19].[Cl:27][CH2:28][Cl:29].[N+:1](=[O:2])([O-:3])[c:4]1[cH:5][cH:6][c:7]([CH2:10][C:11](=[O:12])[OH:13])[cH:8][cH:9]1.[NH2:25][NH2:26].[O:20]=[CH:21][N:22]([CH3:23])[CH3:24]>>[N+:1](=[O:2])([O-:3])[c:4]1[cH:5][cH:6][c:7]([CH2:10][C:11](=[O:13])[NH:25][NH2:26])[cH:8][cH:9]1. The reactants are C1CCOC1, CO, [Li+], [OH-], O, CCOC(=O)CC1OB(O)c2cc(OCC(=O)NC)cc(C)c21. The product is CNC(=O)COc1cc(C)c2c(c1)B(O)OC2CC(=O)O. RXN SMILES: [CH2:26]1[O:27][CH2:28][CH2:29][CH2:30]1.[CH3:31][OH:32].[Li+:25].[OH-:24].[OH2:33].[OH:1][B:2]1[O:3][CH:4]([CH2:18][C:19](=[O:20])[O:21][CH2:22][CH3:23])[c:5]2[c:6]1[cH:7][c:8]([O:12][CH2:13][C:14](=[O:15])[NH:16][CH3:17])[cH:9][c:10]2[CH3:11]>>[OH:1][B:2]1[O:3][CH:4]([CH2:18][C:19](=[O:20])[OH:21])[c:5]2[c:6]1[cH:7][c:8]([O:12][CH2:13][C:14](=[O:15])[NH:16][CH3:17])[cH:9][c:10]2[CH3:11]. The reactants are C1CCOC1, COC(=O)c1ccc(-c2ncnc3c2C(C)CC3)cc1, [Li+], [OH-], O. The product is CC1CCc2ncnc(-c3ccc(C(=O)O)cc3)c21. RXN SMILES: [CH2:24]1[O:25][CH2:26][CH2:27][CH2:28]1.[CH3:3][CH:4]1[CH2:5][CH2:6][c:7]2[n:8][cH:9][n:10][c:11](-[c:13]3[cH:14][cH:15][c:16]([C:17](=[O:18])[O:19][CH3:20])[cH:21][cH:22]3)[c:12]21.[Li+:2].[OH-:1].[OH2:23]>>[CH3:3][CH:4]1[CH2:5][CH2:6][c:7]2[n:8][cH:9][n:10][c:11](-[c:13]3[cH:14][cH:15][c:16]([C:17](=[O:18])[OH:19])[cH:21][cH:22]3)[c:12]21. Reactants: Oc1ccc(Oc2ncc(Cl)cc2Cl)cc1, O=C(Cl)N1CCOCC1. Product: O=C(Oc1ccc(Oc2ncc(Cl)cc2Cl)cc1)N1CCOCC1. As a reaction SMILES: [Cl:1][c:2]1[c:3]([O:9][c:10]2[cH:11][cH:12][c:13]([OH:16])[cH:14][cH:15]2)[n:4][cH:5][c:6]([Cl:8])[cH:7]1.[O:17]1[CH2:18][CH2:19][N:20]([C:23](=[O:24])[Cl:25])[CH2:21][CH2:22]1>>[Cl:1][c:2]1[c:3]([O:9][c:10]2[cH:11][cH:12][c:13]([O:16][C:23]([N:20]3[CH2:19][CH2:18][O:17][CH2:22][CH2:21]3)=[O:24])[cH:14][cH:15]2)[n:4][cH:5][c:6]([Cl:8])[cH:7]1. The reactants are FC1=C(C(=CC=C1N)F)NC1=NC=CC=C1C1=C2N=CN(C2=NC=N1)C1OCCCC1 (2,6-difluoro-N1-(3-(9-(tetrahydro-2H-pyran-2-yl)-9H-purin-6-yl)pyridin-2-yl)benzene-1,3-diamine), CN1C=CC2=CC(=CC=C12)S(=O)(=O)Cl (1-methyl-1H-indole-5-sulfonyl chloride), N1=CC=CC=C1 (pyridine). The solvent is ClCCl (dichloromethane). Conditions: temperature 50 celsius, time 2 hour. The product is FC1=C(C=CC(=C1NC1=NC=CC=C1C1=C2N=CN(C2=NC=N1)C1OCCCC1)F)NS(=O)(=O)C=1C=C2C=CN(C2=CC1)C (N-(2,4-difluoro-3-(3-(9-(tetrahydro-2H-pyran-2-yl)-9H-purin-6-yl)pyridin-2-ylamino)phenyl)-1-methyl-1H-indole-5-sulfonamide). RXN SMILES: [F:1][C:2]1[C:7]([NH2:8])=[CH:6][CH:5]=[C:4]([F:9])[C:3]=1[NH:10][C:11]1[C:16]([C:17]2[N:25]=[CH:24][N:23]=[C:22]3[C:18]=2[N:19]=[CH:20][N:21]3[CH:26]2[CH2:31][CH2:30][CH2:29][CH2:28][O:27]2)=[CH:15][CH:14]=[CH:13][N:12]=1.[CH3:32][N:33]1[C:41]2[C:36](=[CH:37][C:38]([S:42](Cl)(=[O:44])=[O:43])=[CH:39][CH:40]=2)[CH:35]=[CH:34]1.N1C=CC=CC=1>ClCCl>[F:1][C:2]1[C:3]([NH:10][C:11]2[C:16]([C:17]3[N:25]=[CH:24][N:23]=[C:22]4[C:18]=3[N:19]=[CH:20][N:21]4[CH:26]3[CH2:31][CH2:30][CH2:29][CH2:28][O:27]3)=[CH:15][CH:14]=[CH:13][N:12]=2)=[C:4]([F:9])[CH:5]=[CH:6][C:7]=1[NH:8][S:42]([C:38]1[CH:37]=[C:36]2[C:41](=[CH:40][CH:39]=1)[N:33]([CH3:32])[CH:34]=[CH:35]2)(=[O:43])=[O:44]. Reported procedure: The 2,6-difluoro-N1-(3-(9-(tetrahydro-2H-pyran-2-yl)-9H-purin-6-yl)pyridin-2-yl)benzene-1,3-diamine (20 mg, 0.047 mmol) prepared at Step 9 was added and dissolved into dichloromethane solvent. 1-methyl-1H-indole-5-sulfonyl chloride (16 mg, 0.07 mmol) and pyridine (8 uL, 0.094 mmol) were added into the reaction solution and stirred at 50° C. for 2 hours. After the reaction, the reactant was washed with 1N aqueous hydrochloric acid solution and salt water. After extraction with dichloromethane, th... Reactants: BrC1=CC(=C(C=C1CO)O)F (4-bromo-2-fluoro-5-(hydroxymethyl)phenol), BrC1=CC(=C(C=C1CO)O)F (4-bromo-2-fluoro-5-(hydroxymethyl)phenol), O1CCCC=C1 (3,4 dihydro-2H-pyran). Reagents/catalysts: C12(C(=O)CC(CC1)C2(C)C)CS(=O)(=O)O (camphor sulfonic acid). The solvent is C(Cl)Cl (CH2Cl2). Run at time 21 hour. Yields the product BrC1=CC(=C(OC2OCCCC2)C=C1COC1OCCCC1)F (2-(4-bromo-2-fluoro-5-((tetrahydro-2H-pyran-2-yloxy)methyl)phenoxy)tetrahydro-2H-pyran). The yield is 83.0%. RXN SMILES: [Br:1][C:2]1[C:7]([CH2:8][OH:9])=[CH:6][C:5]([OH:10])=[C:4]([F:11])[CH:3]=1.[O:12]1[CH:17]=[CH:16][CH2:15][CH2:14][CH2:13]1>C(Cl)Cl.C12(CS(O)(=O)=O)C(C)(C)C(CC1)CC2=O>[Br:1][C:2]1[C:7]([CH2:8][O:9][CH:13]2[CH2:14][CH2:15][CH2:16][CH2:17][O:12]2)=[CH:6][C:5]([O:10][CH:17]2[CH2:16][CH2:15][CH2:14][CH2:13][O:12]2)=[C:4]([F:11])[CH:3]=1. Reported procedure: Protection of the alcohol was carried out by making a solution of 4-bromo-2-fluoro-5-(hydroxymethyl)phenol (1.37 g, 6.19 mmol), 3,4 dihydro-2H-pyran (1.4 mL, 15 mmol) in 20 mL of CH2Cl2. The reaction mixture was then treated with camphor sulfonic acid (58 mg, 0.25 mmol) before stirring at room temperature for 21 hr. The reaction mixture was then quenched with equal volumes of 0.2 M NaOH and EtOAc (1:1, 20 mL) before the layers were separated. The water phase was further extracted with equal volu... Starting materials: [Li]CCCC, C1CCOC1, CN=c1scc(CN2CCN(C(=O)OC(C)(C)C)CC2)n1C, CCCCCC, [Cl-], [NH4+], CN(C)C=O. Product: CN=c1sc(C=O)c(CN2CCN(C(=O)OC(C)(C)C)CC2)n1C. As a reaction SMILES: [CH2:23]([Li:24])[CH2:25][CH2:26][CH3:27].[CH2:36]1[CH2:38][CH2:37][CH2:39][O:40]1.[CH3:1][n:2]1[c:3](=[N:21][CH3:22])[s:4][cH:5][c:6]1[CH2:7][N:8]1[CH2:9][CH2:10][N:11]([C:14](=[O:15])[O:16][C:17]([CH3:18])([CH3:19])[CH3:20])[CH2:12][CH2:13]1.[CH3:28][CH2:29][CH2:30][CH2:31][CH2:32][CH3:33].[Cl-:34].[NH4+:35].[O:41]=[CH:42][N:43]([CH3:44])[CH3:45]>>[CH3:1][n:2]1[c:3](=[N:21][CH3:22])[s:4][c:5]([CH:39]=[O:40])[c:6]1[CH2:7][N:8]1[CH2:9][CH2:10][N:11]([C:14](=[O:15])[O:16][C:17]([CH3:18])([CH3:19])[CH3:20])[CH2:12][CH2:13]1.